From a dataset of the Open Reaction Database (ORD), a public repository of structured organic reaction records. describe an organic reaction: reactants, conditions, products, and yield Run in CN(C=O)C (dimethylformamide). Yields the product C(C1=CC=CC=C1)OC(NCCNC([C@H](CCCNC(=O)OCC1=CC=CC=C1)NC(=O)OC(C)(C)C)=O)=O (Benzyl[2-({(2S)-5-{[(benzyloxy)carbonyl]amino}-2-[(tert-butoxycarbonyl)amino]pentanoyl}amino)ethyl]carbamate). Reaction SMILES: [CH2:1]([O:8][C:9]([NH:11][CH2:12][CH2:13][CH2:14][C@@H:15]([C:24]([OH:26])=O)[NH:16][C:17]([O:19][C:20]([CH3:23])([CH3:22])[CH3:21])=[O:18])=[O:10])[C:2]1[CH:7]=[CH:6][CH:5]=[CH:4][CH:3]=1.Cl.[NH2:28][CH2:29][CH2:30][NH:31][C:32](=[O:41])[O:33][CH2:34][C:35]1[CH:40]=[CH:39][CH:38]=[CH:37][CH:36]=1.C(Cl)CCl.C1C=CC2N(O)N=NC=2C=1.C(N(CC)C(C)C)(C)C>CN(C)C=O>[CH2:34]([O:33][C:32](=[O:41])[NH:31][CH2:30][CH2:29][NH:28][C:24](=[O:26])[C@@H:15]([NH:16][C:17]([O:19][C:20]([CH3:21])([CH3:22])[CH3:23])=[O:18])[CH2:14][CH2:13][CH2:12][NH:11][C:9]([O:8][CH2:1][C:2]1[CH:3]=[CH:4][CH:5]=[CH:6][CH:7]=1)=[O:10])[C:35]1[CH:40]=[CH:39][CH:38]=[CH:37][CH:36]=1 |f:1.2|. Reactants: C(C1=CC=CC=C1)OC(=O)NCCC[C@H](NC(=O)OC(C)(C)C)C(=O)O (N5-[(benzyloxy)carbonyl]-N-(tert-butoxycarbonyl)-L-ornithine), Cl.NCCNC(OCC1=CC=CC=C1)=O (benzyl (2-aminoethyl)carbamate hydrochloride), C(CCl)Cl (EDC), C=1C=CC2=C(C1)N=NN2O (HOBt), C(C)(C)N(C(C)C)CC (N,N-diisopropylethylamine). Procedure: Preparation takes place in analogy to Example 79A from 300 mg (0.82 mmol) of N5-[(benzyloxy)carbonyl]-N-(tert-butoxycarbonyl)-L-ornithine and 246 mg (1.06 mmol) of benzyl (2-aminoethyl)carbamate hydrochloride in 6 ml of dimethylformamide with the addition of 204 mg (1.06 mmol) of EDC, 33 mg (0.25 mmol) of HOBt and 148 mg (1.15 mmol) of N,N-diisopropylethylamine.